This data is from the Open Reaction Database (ORD), a public repository of structured organic reaction records. The task is: describe an organic reaction: reactants, conditions, products, and yield Reactants: [Mg] (magnesium), BrC1=CC2=C(SC=C2)C=C1 (5-bromobenzo[b]thiophene), BrC1=CC2=C(S1)C=CC=C2 (bromobenzo[b]thiophene), CON(C(CC(C)C)=O)C (N-methoxy-N,3-dimethylbutyramide), II (iodine). The reagents and catalysts are solution. Solvent: O1CCCC1 (tetrahydrofuran), O1CCCC1 (tetrahydrofuran), O1CCCC1 (tetrahydrofuran). Run at time 5 minute. The product is S1C2=C(C=C1)C=C(C=C2)C(CC(C)C)=O (1-(benzo[b]thiophen-5-yl)-3-methylbutan-1-one). As a reaction SMILES: Br[C:2]1[CH:10]=[CH:9][C:5]2[S:6][CH:7]=[CH:8][C:4]=2[CH:3]=1.[Mg].II.BrC1SC2C=CC=CC=2C=1.CON(C)[C:27](=[O:32])[CH2:28][CH:29]([CH3:31])[CH3:30]>O1CCCC1>[S:6]1[CH:7]=[CH:8][C:4]2[CH:3]=[C:2]([C:27](=[O:32])[CH2:28][CH:29]([CH3:31])[CH3:30])[CH:10]=[CH:9][C:5]1=2. Procedure details: A few drops of a solution of 5-bromobenzo[b]thiophene (2 g; prepared in a manner similar to that described in Example 21) in tetrahydrofuran (10 ml) was added under nitrogen to a mixture of magnesium turnings (0.24 g), tetrahydrofuran (2 ml) and a few small crystals of iodine, heat was applied to initiate the reaction, then the remainder of the bromobenzo[b]thiophene solution was added at reflux temperature over 10 minutes. When the addition was complete, the mixture was heated under reflux for ... Reactants: C(CO)O (ethylene glycol), CC1(C(C(C1=O)(C)C)=O)C (2,2,4,4-tetramethyl-1,3-cyclobutanedione), C([O-])([O-])=O.[K+].[K+] (potassium carbonate). The solvent is O (water). Conditions: time 1 hour. The product is CC(C(=O)OCCO)(C(C(C)C)=O)C (2-Hydroxyethyl 2,2,4-trimethyl-3-oxopentanoate). As a reaction SMILES: [CH2:1]([OH:4])[CH2:2][OH:3].[CH3:5][C:6]1([CH3:14])[C:9](=[O:10])[C:8]([CH3:12])([CH3:11])[C:7]1=[O:13].C(=O)([O-])[O-].[K+].[K+]>O>[CH3:11][C:8]([CH3:12])([C:9](=[O:10])[CH:6]([CH3:14])[CH3:5])[C:7]([O:3][CH2:2][CH2:1][OH:4])=[O:13] |f:2.3.4|. Procedure: To a 2-liter round bottom flask was charged ethylene glycol (800 mL) and 2,2,4,4-tetramethyl-1,3-cyclobutanedione (185.8 g, 1.33 moles). While using good mixing, potassium carbonate (91.4 grams, 0.663 moles) was added. An exothermic reaction resulted and the batch temperature rose to approximately 65° C. The reaction was held for 1 hour between 50-60° C. The batch was then drowned into 1300 mL demineralized water and extracted with 800 mL ethyl acetate. The ethyl acetate layer was washed several... Starting materials: CC(=O)O[BH-](OC(C)=O)OC(C)=O, COC(=O)c1ccc(C=O)cc1C, CC(=O)O, CNc1c(C)cc(O[Si](C(C)C)(C(C)C)C(C)C)cc1F, [Na+]. Product: COC(=O)c1ccc(CN(C)c2c(C)cc(O[Si](C(C)C)(C(C)C)C(C)C)cc2F)cc1C. Reaction SMILES: [C:35]([O:36][BH-:37]([O:38][C:39](=[O:40])[CH3:41])[O:42][C:43](=[O:44])[CH3:45])(=[O:46])[CH3:47].[CH3:22][O:23][C:24]([c:25]1[c:26]([CH3:33])[cH:27][c:28]([CH:31]=[O:32])[cH:29][cH:30]1)=[O:34].[CH3:49][C:50](=[O:51])[OH:52].[F:1][c:2]1[c:3]([NH:20][CH3:21])[c:4]([CH3:19])[cH:5][c:6]([O:8][Si:9]([CH:10]([CH3:11])[CH3:12])([CH:13]([CH3:14])[CH3:15])[CH:16]([CH3:17])[CH3:18])[cH:7]1.[Na+:48]>>[F:1][c:2]1[c:3]([N:20]([CH3:21])[CH2:31][c:28]2[cH:27][c:26]([CH3:33])[c:25]([C:24]([O:23][CH3:22])=[O:34])[cH:30][cH:29]2)[c:4]([CH3:19])[cH:5][c:6]([O:8][Si:9]([CH:10]([CH3:11])[CH3:12])([CH:13]([CH3:14])[CH3:15])[CH:16]([CH3:17])[CH3:18])[cH:7]1. RXN SMILES: [CH2:43]1[O:44][CH2:45][CH2:46][O:47][CH2:48]1.[CH3:35][CH2:36][O:37][C:38](=[O:39])[CH3:40].[Cl-:42].[Cl:1][c:2]1[c:3]([O:4][c:5]2[c:6]([O:7][CH2:8][C:9](=[O:10])[O:11][CH3:12])[cH:13][cH:14][cH:15][cH:16]2)[cH:17][c:18](-[n:22]2[c:23](=[O:34])[n:24]([CH3:33])[c:25]([C:29]([F:30])([F:31])[F:32])[cH:26][c:27]2=[O:28])[c:19]([F:21])[cH:20]1.[ClH:49].[Na+:41].[OH2:50]>>[Cl:1][c:2]1[c:3]([O:4][c:5]2[c:6]([O:7][CH2:8][C:9](=[O:10])[OH:11])[cH:13][cH:14][cH:15][cH:16]2)[cH:17][c:18](-[n:22]2[c:23](=[O:34])[n:24]([CH3:33])[c:25]([C:29]([F:30])([F:31])[F:32])[cH:26][c:27]2=[O:28])[c:19]([F:21])[cH:20]1. Reactants: C1COCCO1, CCOC(C)=O, [Cl-], COC(=O)COc1ccccc1Oc1cc(-n2c(=O)cc(C(F)(F)F)n(C)c2=O)c(F)cc1Cl, Cl, [Na+], O. Yields the product Cn1c(C(F)(F)F)cc(=O)n(-c2cc(Oc3ccccc3OCC(=O)O)c(Cl)cc2F)c1=O. The reactants are BrCl (bromo-chlorine), C22H22BrClN4O2, BrC1=C(C(=O)O)C=CC(=C1)C(=O)N[C@@H](C)C1=NC2=C(N1)C=CC(=C2)Cl ((1S)-2-bromo-4-{N-[1-(5-chloro-1H-benzimidazol-2-yl)ethyl]aminocarbonyl}benzoic acid), CN(C)C(=[N+](C)C)ON1C2=C(C=CC=C2)N=N1.[B-](F)(F)(F)F (TBTU), C(C)(C)N(CC)C(C)C (diisopropylethylamine), CC1NCCC1 (rac.-2-methylpyrrolidine). The solvent is ClCCl.C(C)O (dichloromethane ethanol), CN(C=O)C (dimethylformamide). Product: BrC=1C=C(C(=O)N[C@@H](C)C2=NC3=C(N2)C=CC(=C3)Cl)C=CC1C(=O)N1C(CCC1)C (3-bromo-N-[(1S)-1-(5-chloro-1H-benzimidazol-2-yl)ethyl]4-[(2R/S)-2-methylpyrrolidin-1-ylcarbonyl]benzamide). Isolated yield 22.0%. Reaction SMILES: [Br:1][C:2]1[CH:10]=[C:9]([C:11]([NH:13][C@H:14]([C:16]2[NH:20][C:19]3[CH:21]=[CH:22][C:23]([Cl:25])=[CH:24][C:18]=3[N:17]=2)[CH3:15])=[O:12])[CH:8]=[CH:7][C:3]=1[C:4](O)=[O:5].CN(C(O[N:34]1N=N[C:36]2[CH:37]=[CH:38][CH:39]=C[C:35]1=2)=[N+](C)C)C.[B-](F)(F)(F)F.C(N(C(C)C)CC)(C)C.CC1CCCN1.BrCl>CN(C)C=O.ClCCl.C(O)C>[Br:1][C:2]1[CH:10]=[C:9]([CH:8]=[CH:7][C:3]=1[C:4]([N:34]1[CH2:35][CH2:36][CH2:37][CH:38]1[CH3:39])=[O:5])[C:11]([NH:13][C@H:14]([C:16]1[NH:20][C:19]2[CH:21]=[CH:22][C:23]([Cl:25])=[CH:24][C:18]=2[N:17]=1)[CH3:15])=[O:12] |f:1.2,7.8|. Reported procedure: Prepared analogously to Example 1g from (1S)-2-bromo-4-{N-[1-(5-chloro-1H-benzimidazol-2-yl)ethyl]aminocarbonyl}benzoic acid, TBTU, diisopropylethylamine and rac.-2-methylpyrrolidine in dimethylformamide. Yield: 22%; Rf value: 0.45 (silica gel: dichloromethane/ethanol=9:1); C22H22BrClN4O2 (489.799); mass spectrum: (M+H)+=489/491/493 (bromo-chlorine isotope). Reaction SMILES: [NH2:1][C:2]1[C:3]([C:17]([O:19]C)=[O:18])=[N:4][C:5]([C:9]2[C:14]([F:15])=[CH:13][CH:12]=[CH:11][C:10]=2[F:16])=[C:6]([F:8])[CH:7]=1.O.[OH-].[Li+].C1COCC1.Cl>O>[NH2:1][C:2]1[C:3]([C:17]([OH:19])=[O:18])=[N:4][C:5]([C:9]2[C:14]([F:15])=[CH:13][CH:12]=[CH:11][C:10]=2[F:16])=[C:6]([F:8])[CH:7]=1 |f:1.2.3|. Reactants: NC=1C(=NC(=C(C1)F)C1=C(C=CC=C1F)F)C(=O)OC (methyl 3-amino-6-(2,6-difluorophenyl)-5-fluoropyridine-2-carboxylate), O.[OH-].[Li+] (lithium hydroxide, monohydrate), C1CCOC1 (THF), Cl (HCl). The solvent is O (water), O (water). Run at temperature 50 celsius. Procedure: To a mixture of methyl 3-amino-6-(2,6-difluorophenyl)-5-fluoropyridine-2-carboxylate (84.0 mg, 0.298 mmol) and lithium hydroxide, monohydrate (40.2 mg, 0.958 mmol), THF (2.0 mL) was added followed by water (1.0 mL). The mixture was heated at 50° C. for 3 h. The reaction was then cooled to 0° C. for, and 1 M HCl was added slowly until the pH reached 2. The reaction mixture was then diluted with water (20 mL), extracted with EtOAc (3×20 mL), and the combined organic extract was washed with brine (... Isolated yield 85.7%. Product: NC=1C(=NC(=C(C1)F)C1=C(C=CC=C1F)F)C(=O)O (3-Amino-6-(2,6-difluorophenyl)-5-fluoropyridine-2-carboxylic acid). Starting materials: BrC=1C=C2C=C(N(C2=CC1)CC1=CC=C(C=C1)C)C(=O)OCC (ethyl 5-bromo-1-(4-methylbenzyl)-1H-indole-2-carboxylate), FC(OC1=CC=C(C=C1)B(O)O)(F)F (4-(trifluoromethoxy)phenylboronic acid). The product is CC1=CC=C(CN2C(=CC3=CC(=CC=C23)C2=CC=C(C=C2)OC(F)(F)F)C(=O)OCC)C=C1 (Ethyl 1-(4-methylbenzyl)-5-[4-(trifluoromethoxy)phenyl]-1H-indole-2-carboxylate). Reaction SMILES: Br[C:2]1[CH:3]=[C:4]2[C:8](=[CH:9][CH:10]=1)[N:7]([CH2:11][C:12]1[CH:17]=[CH:16][C:15]([CH3:18])=[CH:14][CH:13]=1)[C:6]([C:19]([O:21][CH2:22][CH3:23])=[O:20])=[CH:5]2.[F:24][C:25]([F:37])([F:36])[O:26][C:27]1[CH:32]=[CH:31][C:30](B(O)O)=[CH:29][CH:28]=1>>[CH3:18][C:15]1[CH:16]=[CH:17][C:12]([CH2:11][N:7]2[C:8]3[C:4](=[CH:3][C:2]([C:30]4[CH:29]=[CH:28][C:27]([O:26][C:25]([F:24])([F:36])[F:37])=[CH:32][CH:31]=4)=[CH:10][CH:9]=3)[CH:5]=[C:6]2[C:19]([O:21][CH2:22][CH3:23])=[O:20])=[CH:13][CH:14]=1. Procedure: The title compound was prepared from ethyl 5-bromo-1-(4-methylbenzyl)-1H-indole-2-carboxylate and 4-(trifluoromethoxy)phenylboronic acid in substantially the same manner, as described in Step 2 of Example 25. The product was obtained as an off-white solid, m.p. 77-78° C. Mass spectrum (ESI, [M+H]+) m/z 454. 1H NMR (400 MHz, DMSO-d6) δ 8.00 (s, 1H), 7.78 (d, 2H, J=8.70 Hz), 7.67 (d, 1H, J=8.85 Hz), 7.61 (dd, 1H, J=8.70 and 1.68 Hz), 7.44 (s, 1H), 7.42-7.41 (m, 3H), 7.06 (d, 2H, J=7.94 Hz), 6.94 (...